This data is from the Open Reaction Database (ORD), a public repository of structured organic reaction records. The task is: describe an organic reaction: reactants, conditions, products, and yield Starting materials: C(C)OCC (diethyl ether), NC1=CC2=C(NC(O2)=O)C=C1 (6-Amino-3H-benzoxazol-2-one), I.CSC=1NCCN1 (2-methylthio-2-imidazoline hydroiodide), CS (methanethiol). Run in N1=CC=CC=C1 (pyridine). Yields the product I.N1C(NCC1)=NC1=CC2=C(NC(O2)=O)C=C1 (6-(Imidazolidin-2-ylidene-amino)-3H-benzoxazol-2-one hydroiodide). Reaction SMILES: [NH2:1][C:2]1[CH:11]=[CH:10][C:5]2[NH:6][C:7](=[O:9])[O:8][C:4]=2[CH:3]=1.[IH:12].CS[C:15]1[NH:16][CH2:17][CH2:18][N:19]=1.CS.C(OCC)C>N1C=CC=CC=1>[IH:12].[NH:16]1[CH2:17][CH2:18][NH:19][C:15]1=[N:1][C:2]1[CH:11]=[CH:10][C:5]2[NH:6][C:7](=[O:9])[O:8][C:4]=2[CH:3]=1 |f:1.2,6.7|. Procedure details: 13 g (86.7 millimols) of the compound obtained in step 3 and 22.2 g of 2-methylthio-2-imidazoline hydroiodide are heated to the reflux temperature in 100 cc of pyridine. The reflux is maintained until the evolution of methanethiol has ceased (about 2-3 hours). When the reaction has ended, the cooled mixture is poured into 1.5 liters of diethyl ether. The gummy residue is washed 3 times with 300 cc of diethyl ether and taken up in 100 cc of ethanol. The product is filtered off and recrystallised ... Reactants: COC=1C=C(C=CC1OC)C1=CC=2N(C(=N1)SCC)C=CN2 (7-(3,4-Dimethoxy-phenyl)-5-ethylsulfanyl-imidazo[1,2-c]pyrimidine), C(C)(C)NC(C)C (Diisopropylamine), thiol, C1=CC(=CC(=C1)Cl)C(=O)OO (m-CPBA), O (Water). Run in C(Cl)(Cl)Cl (CHCl3), FC(C(=O)O)(F)F (trifluoroacetic acid). Reaction conditions: temperature 0 celsius, time 5 hour. Yields the product crude product, COC=1C=C(C=CC1OC)C1=CC=2N(C(=N1)SC1=CC=NC=C1)C=CN2 (7-(3,4-Dimethoxy-phenyl)-5-(pyridin-4-ylsulfanyl)-imidazo[1,2-c]pyrimidine). RXN SMILES: [CH3:1][O:2][C:3]1[CH:4]=[C:5]([C:11]2[N:16]=[C:15]([S:17][CH2:18][CH3:19])[N:14]3[CH:20]=[CH:21][N:22]=[C:13]3[CH:12]=2)[CH:6]=[CH:7][C:8]=1[O:9][CH3:10].C1C=C(Cl)C=C(C(OO)=O)C=1.[CH:34]([NH:37][CH:38](C)C)(C)[CH3:35].O>FC(F)(F)C(O)=O.C(Cl)(Cl)Cl>[CH3:1][O:2][C:3]1[CH:4]=[C:5]([C:11]2[N:16]=[C:15]([S:17][C:18]3[CH:35]=[CH:34][N:37]=[CH:38][CH:19]=3)[N:14]3[CH:20]=[CH:21][N:22]=[C:13]3[CH:12]=2)[CH:6]=[CH:7][C:8]=1[O:9][CH3:10]. Reported procedure: 7-(3,4-Dimethoxy-phenyl)-5-ethylsulfanyl-imidazo[1,2-c]pyrimidine (335 mg, 1.06 mmol) was dissolved in trifluoroacetic acid (TFA, 5 ml). After 5 min the TFA was evaporated. The residue was dissolved in 10 ml CH2Cl2. The solution was cooled to 0° C. and m-CPBA (70%, 524 mg, 2.12 mmol) was added. The reaction mixture was allowed to warm to room temperature and was stirred for 5 h. Diisopropylamine (598 mg, 4.63 mmol) and thiol (254 mg, 2.28 mmol) were added and the mixture was stirred at room temp... Reactants: N(CCO)CCO (diethanolamine), C(C)(=O)OC(C)=O (acetic anhydride). Solvent: O1CCCC1 (tetrahydrofuran). Product: OCCN(C(C)=O)CCO (N,N-bis(β-hydroxyethyl)acetamide). Reaction SMILES: [NH:1]([CH2:5][CH2:6][OH:7])[CH2:2][CH2:3][OH:4].[C:8](OC(=O)C)(=[O:10])[CH3:9]>O1CCCC1>[OH:4][CH2:3][CH2:2][N:1]([CH2:5][CH2:6][OH:7])[C:8](=[O:10])[CH3:9]. Reported procedure: 315 g of diethanolamine were dissolved in 500 g of tetrahydrofuran in a round-bottom flask. Then, 310 g of acetic anhydride were slowly added. The temperature was kept below 5° C. with the aid of a cooling bath. When, after the dropwise addition, exothermic heat was no longer detectable, heating was slowly carried out to 100° C. Tetrahydrofuran and acetic acid were removed under vacuum. Reactants: CO, COC(=O)C(C)(C)c1ccccc1, [K+], [OH-], O. Product: CC(C)(C(=O)O)c1ccccc1. As a reaction SMILES: [CH3:16][OH:17].[CH3:1][O:2][C:3]([C:4]([CH3:5])([CH3:6])[c:7]1[cH:8][cH:9][cH:10][cH:11][cH:12]1)=[O:13].[K+:15].[OH-:14].[OH2:18]>>[O:2]=[C:3]([C:4]([CH3:5])([CH3:6])[c:7]1[cH:8][cH:9][cH:10][cH:11][cH:12]1)[OH:13]. Starting materials: COC(=O)C=1N(C2=NC(=CC=C2C(C1CC=1C=NC(=CC1)C(=O)OC)=O)C)C1=CC=CC=C1 (3-(6-methoxycarbonyl-pyridin-3-ylmethyl)-7-methyl-4-oxo-1-phenyl-1,4-dihydro[1,8]naphthyridine-2-carboxylic acid methyl ester), COC(=O)C=1N(C2=NC(=CC=C2C(C1CC=1C=NC(=CC1)C(=O)OC)=O)C)C1=CC=CC=C1 (3-(6-methoxycarbonyl-pyridin-3-ylmethyl)-7-methyl-4-oxo-1-phenyl-1,4-dihydro[1,8]naphthyridine-2-carboxylic acid methyl ester), O[Li].O (LiOH.H2O), O (H2O). Run in C1CCOC1 (THF), CCOC(=O)C (EtOAc). Run at time 1 hour. Product: COC(=O)C=1N(C2=NC(=CC=C2C(C1CC=1C=NC(=CC1)C(=O)O)=O)C)C1=CC=CC=C1 (3-(6-carboxy-pyridin-3-ylmethyl)-7-methyl-4-oxo-1-phenyl-1,4-dihydro[1,8]naphthyridine-2-carboxylic acid methyl ester). Yield: 56.8%. Reaction SMILES: [CH3:1][O:2][C:3]([C:5]1[N:6]([C:28]2[CH:33]=[CH:32][CH:31]=[CH:30][CH:29]=2)[C:7]2[C:12]([C:13](=[O:26])[C:14]=1[CH2:15][C:16]1[CH:17]=[N:18][C:19]([C:22]([O:24]C)=[O:23])=[CH:20][CH:21]=1)=[CH:11][CH:10]=[C:9]([CH3:27])[N:8]=2)=[O:4].O[Li].O.O>C1COCC1.CCOC(C)=O>[CH3:1][O:2][C:3]([C:5]1[N:6]([C:28]2[CH:33]=[CH:32][CH:31]=[CH:30][CH:29]=2)[C:7]2[C:12]([C:13](=[O:26])[C:14]=1[CH2:15][C:16]1[CH:17]=[N:18][C:19]([C:22]([OH:24])=[O:23])=[CH:20][CH:21]=1)=[CH:11][CH:10]=[C:9]([CH3:27])[N:8]=2)=[O:4] |f:1.2|. Procedure: To 3-(6-methoxycarbonyl-pyridin-3-ylmethyl)-7-methyl-4-oxo-1-phenyl-1,4-dihydro[1,8]naphthyridine-2-carboxylic acid methyl ester (compound 100) (0.2 g) in THF (10 mL) was added LiOH.H2O (0.06 g) and H2O (2 mL), and the mixture stirred at RT for 1 h. The product was taken up in EtOAc, washed with H2O and HCl (2M, 2 mL), filtered, and worked up with EtOAc and H2O. The organic layer was dried over MgSO4, and concentrated to a yellow oil. The oil was taken up in EtOAc, washed with H2O, dried over Mg... The reactants are S(=O)(=O)([O-])[O-].[Na+].[Na+] (sodium sulfate), [N+](=O)([O-])C=1C=NC2=CC=CC=C2C1NCCNC(OC(C)(C)C)=O (tert-butyl N-[2-(3-nitroquinolin-4-yl)aminoethyl]carbamate). The reagents and catalysts are [Pt] (Platinum on carbon). Solvent: C1(=CC=CC=C1)C (toluene). Conditions: time 8 hour. Yields the product NC=1C=NC2=CC=CC=C2C1NCCNC(OC(C)(C)C)=O (tert-butyl N-[2-(3-aminoquinolin-4-yl)aminoethyl]carbamate). Yield: 80.5%. Reaction SMILES: S([O-])([O-])(=O)=O.[Na+].[Na+].[N+:8]([C:11]1[CH:12]=[N:13][C:14]2[C:19]([C:20]=1[NH:21][CH2:22][CH2:23][NH:24][C:25](=[O:31])[O:26][C:27]([CH3:30])([CH3:29])[CH3:28])=[CH:18][CH:17]=[CH:16][CH:15]=2)([O-])=O>[Pt].C1(C)C=CC=CC=1>[NH2:8][C:11]1[CH:12]=[N:13][C:14]2[C:19]([C:20]=1[NH:21][CH2:22][CH2:23][NH:24][C:25](=[O:31])[O:26][C:27]([CH3:29])([CH3:28])[CH3:30])=[CH:18][CH:17]=[CH:16][CH:15]=2 |f:0.1.2|. Procedure details: Platinum on carbon (1 g of 10%) and sodium sulfate (2 g) were added to a slurry of tert-butyl N-[2-(3-nitroquinolin-4-yl)aminoethyl]carbamate (100 g, 0.30 mol) in toluene (500 mL). The mixture was placed under a hydrogen atmosphere at 50 psi (3.4×104 pascals) on a Parr apparatus at ambient temperature overnight. The reaction mixture was filtered. The filtrate was concentrated to provide 73 g of tert-butyl N-[2-(3-aminoquinolin-4-yl)aminoethyl]carbamate as a dark gold oil. Starting materials: C(#N)CCNC(CCC12CCC(CC1)(CC2)C2=NC=1N(C(N(C(C1N2)=O)CCC)=O)CCC)=O (N-(2-cyano-ethyl)-3-[4-(2,6-dioxo-1,3-dipropyl-2,3,6,7-tetrahydro-1H-purin-8-yl)-bicyclo[2.2.2]oct-1-yl]-propionamide), C1=CC=C(C=C1)P(C2=CC=CC=C2)C3=CC=CC=C3 (Ph3P), [Si](C)(C)(C)N=[N+]=[N-] (TMSN3), CCOC(=O)/N=N/C(=O)OCC (DEAD). Run in C1CCOC1 (THF). Run at time 24 hour. Product: O=C1N(C(C=2NC(=NC2N1CCC)C12CCC(CC1)(CC2)CCC2=NN=NN2CCC#N)=O)CCC (3-(5-{2-[4-(2,6-Dioxo-1,3-dipropyl-2,3,6,7-tetrahydro-1H-purin-8-yl)-bicyclo[2.2.2]oct-1-yl]-ethyl}-tetrazol-1-yl)-propionitrile). The yield is 3.8%. RXN SMILES: [C:1]([CH2:3][CH2:4][NH:5][C:6](=O)[CH2:7][CH2:8][C:9]12[CH2:16][CH2:15][C:12]([C:17]3[NH:25][C:24]4[C:23](=[O:26])[N:22]([CH2:27][CH2:28][CH3:29])[C:21](=[O:30])[N:20]([CH2:31][CH2:32][CH3:33])[C:19]=4[N:18]=3)([CH2:13][CH2:14]1)[CH2:11][CH2:10]2)#[N:2].C1C=CC(P(C2C=CC=CC=2)C2C=CC=CC=2)=CC=1.[Si]([N:58]=[N+:59]=[N-:60])(C)(C)C.CCOC(/N=N/C(OCC)=O)=O>C1COCC1>[O:30]=[C:21]1[N:20]([CH2:31][CH2:32][CH3:33])[C:19]2[N:18]=[C:17]([C:12]34[CH2:15][CH2:16][C:9]([CH2:8][CH2:7][C:6]5[N:5]([CH2:4][CH2:3][C:1]#[N:2])[N:60]=[N:59][N:58]=5)([CH2:14][CH2:13]3)[CH2:10][CH2:11]4)[NH:25][C:24]=2[C:23](=[O:26])[N:22]1[CH2:27][CH2:28][CH3:29]. Reported procedure: A solution of N-(2-cyano-ethyl)-3-[4-(2,6-dioxo-1,3-dipropyl-2,3,6,7-tetrahydro-1H-purin-8-yl)-bicyclo[2.2.2]oct-1-yl]-propionamide (500 mg, 1.06 mmol, 1.0 eq), Ph3P (2.0 eq, 2.13 mmol, 560 mg), TMSN3 (2.0 eq, 2.13 mmol, 245 mg), and DEAD (2.0 eq, 2.13 mmol, 371 mg) in THF (10 ml) was stirred at rt for 24 h. The reaction vessel was re-charged with the reagent cocktail (2.0 eq, 2.13 mmol) and stirring was continued for an additional 24 h. The reaction was quenched by the addition of a 5% aqueous ...